Dataset: the Open Reaction Database (ORD), a public repository of structured organic reaction records. Task: describe an organic reaction: reactants, conditions, products, and yield Reactants: C([O-])([O-])=O.[Na+].[Na+] (sodium carbonate), C(C)(=O)OCC (ethyl acetate), ClC1=CC=C(C=C1)OB(O)O (4-chlorophenylboric acid), BrC1=CC(=C(N)C=C1)F (4-bromo-2-fluoroaniline), tetrakistriphenylphosphine palladium. Reaction SMILES: [Cl:1][C:2]1[CH:7]=[CH:6][C:5](OB(O)O)=[CH:4][CH:3]=1.C(=O)([O-])[O-].[Na+].[Na+].Br[C:19]1[CH:25]=[CH:24][C:22]([NH2:23])=[C:21]([F:26])[CH:20]=1.C(OCC)(=O)C>CO.O.O1CCOCC1>[Cl:1][C:2]1[CH:7]=[CH:6][C:5]([C:19]2[CH:25]=[CH:24][C:22]([NH2:23])=[C:21]([F:26])[CH:20]=2)=[CH:4][CH:3]=1 |f:1.2.3|. Yields the product ClC1=CC=C(C=C1)C1=CC(=C(C=C1)N)F (4′-chloro-3-fluorobiphenyl-4-ylamine). Reported procedure: 1.95 g (12.47 mmol) of 4-chlorophenylboric acid, dissolved in 10 mL of methanol, and 3.9 g (36.79 mmol) of sodium carbonate, dissolved in 10 mL of water, are added successively to a reaction mixture of 2.28 g (12 mmol) of 4-bromo-2-fluoroaniline and 0.6 g (0.51 mmol) of tetrakistriphenylphosphine palladium in 90 mL of dioxane and stirred for 14 hours at 80° C. Then ethyl acetate is added and the reaction mixture is filtered. The filtrate is evaporated down and extracted with ethyl acetate and wa... Run in O (water), CO (methanol), O1CCOCC1 (dioxane). Run at temperature 80 celsius, time 14 hour. Reactants: OC1=C(C=C(C=C1)CCC(=O)OCC)C1=C(C=CC(=C1)CCC(=O)OCC)O (2,2'-dihydroxy-5,5'-bis (2-ethoxycarbonylethyl) biphenyl), C1(CCCCC1)Br (cyclohexyl bromide), C([O-])([O-])=O.[K+].[K+] (potassium carbonate). Reagents/catalysts: [Cu] (copper). Solvent: CN(C)C=O (DMF). The product is C1(CCCCC1)OC1=C(C=C(C=C1)CCC(=O)OCC)C1=C(C=CC(=C1)CCC(=O)OCC)O (2-cyclohexyloxy-2'-hydroxy-5,5'-bis (2-ethoxycarbonylethyl) biphenyl). Yield: 11.7%. RXN SMILES: [OH:1][C:2]1[CH:7]=[CH:6][C:5]([CH2:8][CH2:9][C:10]([O:12][CH2:13][CH3:14])=[O:11])=[CH:4][C:3]=1[C:15]1[CH:20]=[C:19]([CH2:21][CH2:22][C:23]([O:25][CH2:26][CH3:27])=[O:24])[CH:18]=[CH:17][C:16]=1[OH:28].[CH:29]1(Br)[CH2:34][CH2:33][CH2:32][CH2:31][CH2:30]1.C(=O)([O-])[O-].[K+].[K+]>[Cu].CN(C=O)C>[CH:29]1([O:1][C:2]2[CH:7]=[CH:6][C:5]([CH2:8][CH2:9][C:10]([O:12][CH2:13][CH3:14])=[O:11])=[CH:4][C:3]=2[C:15]2[CH:20]=[C:19]([CH2:21][CH2:22][C:23]([O:25][CH2:26][CH3:27])=[O:24])[CH:18]=[CH:17][C:16]=2[OH:28])[CH2:34][CH2:33][CH2:32][CH2:31][CH2:30]1 |f:2.3.4|. Procedure details: To 5 ml of a DMF solution containing 200 mg (0.5181 mmol) of 2,2'-dihydroxy-5,5'-bis (2-ethoxycarbonylethyl) biphenyl and 644.5 μl (5.181 mmol) of cyclohexyl bromide, there were added 85.8 mg (0.6217 mmol) of anhydrous potassium carbonate and a small amount of copper powder and the resulting mixture was agitated for 41 hours at room temperature, for a further 5 hours at 70° C. and for 8 hours at 100° C. The reaction mixture was filtered by suction through Celite to remove the solid matter and th... The reactants are Cl (hydrochloric acid), C1(CC1)C1=C(C(=NO1)C1=C(C=NC=C1Cl)Cl)C(=O)OCC (ethyl 5-cyclopropyl-3-(3,5-dichloro-4-pyridinyl)-4-isoxazolecarboxylate), O1CCCC1 (tetrahydrofuran), [OH-].[Na+] (sodium hydroxide). Solvent: CO (methanol). Run at temperature 120 celsius. Yields the product C1(CC1)C1=C(C(=NO1)C1=C(C=NC=C1Cl)Cl)C(=O)O (5-cyclopropyl-3-(3,5-dichloro-4-pyridinyl)-4-isoxazolecarboxylic acid). The yield is 82.3%. As a reaction SMILES: [CH:1]1([C:4]2[O:8][N:7]=[C:6]([C:9]3[C:14]([Cl:15])=[CH:13][N:12]=[CH:11][C:10]=3[Cl:16])[C:5]=2[C:17]([O:19]CC)=[O:18])[CH2:3][CH2:2]1.O1CCCC1.[OH-].[Na+].Cl>CO>[CH:1]1([C:4]2[O:8][N:7]=[C:6]([C:9]3[C:14]([Cl:15])=[CH:13][N:12]=[CH:11][C:10]=3[Cl:16])[C:5]=2[C:17]([OH:19])=[O:18])[CH2:2][CH2:3]1 |f:2.3|. Procedure: To a solution of ethyl 5-cyclopropyl-3-(3,5-dichloro-4-pyridinyl)-4-isoxazolecarboxylate (210 mg, 0.642 mmol) in 2:1 tetrahydrofuran:methanol (3 mL) was added 1 N sodium hydroxide (0.963 mL, 0.963 mmol). The solution was heated in a microwave reactor to 120° C. for 500 seconds. Then 1 N hydrochloric acid (0.963 mL, 0.963 mmol) was added and the solution was concentrated. The residue was taken up with water and extracted twice with ethyl acetate. The combined organic layers were washed with brine... Reactants: Clc1ccncc1, O=C1NC(=O)C(CCc2ccc(Cl)cc2)C(=O)N1, Cl, Cl, [Na+], [OH-], O. The product is Clc1ccc(CCCc2ccncc2)cc1. As a reaction SMILES: [Cl:2][c:3]1[cH:4][cH:5][n:6][cH:7][cH:8]1.[Cl:9][c:10]1[cH:11][cH:12][c:13]([CH2:16][CH2:17][CH:18]2[C:19](=[O:20])[NH:21][C:22](=[O:23])[NH:24][C:25]2=[O:26])[cH:14][cH:15]1.[ClH:1].[ClH:29].[Na+:28].[OH-:27].[OH2:30]>>[c:3]1([CH2:18][CH2:17][CH2:16][c:13]2[cH:12][cH:11][c:10]([Cl:9])[cH:15][cH:14]2)[cH:4][cH:5][n:6][cH:7][cH:8]1. Reactants: BrC=1C(OC(C1Br)C1=CC=CC=C1)=O (3,4-dibromo-5-phenylfuran-2(5H)-one), NN (hydrazine), O (H2O). Run in CCO (EtOH). Conditions: time 10 minute. The product is BrC1=CC(NN=C1C1=CC=CC=C1)=O (5-Bromo-6-phenylpyridazin-3(2H)-one). RXN SMILES: Br[C:2]1[C:3](=O)[O:4][CH:5]([C:8]2[CH:13]=[CH:12][CH:11]=[CH:10][CH:9]=2)[C:6]=1[Br:7].[NH2:15][NH2:16].O>CCO>[Br:7][C:6]1[C:5]([C:8]2[CH:13]=[CH:12][CH:11]=[CH:10][CH:9]=2)=[N:16][NH:15][C:3](=[O:4])[CH:2]=1. Reported procedure: To a solution of 3,4-dibromo-5-phenylfuran-2(5H)-one (4.951 g, 15.57 mmol) in EtOH (5 mL) at 0° C. was added hydrazine, H2O (0.840 mL, 17.13 mmol). The reaction mixture was stirred at room temperature for 10 min before heating to reflux for 2 h. The reaction was cooled to room temperature. The precipitate formed was collected by filtration and washed with cold ethanol to yield the title compound as a pale yellow solid (2.530 g). LCMS m/z=351 [M+H]+; 1H NMR (400 MHz, DMSO-d6) δ ppm 7.47-7.49 (m, ... Starting materials: O.[OH-].[Li+] (lithium hydroxide monohydrate), COC([C@H](CC(C)C)N1C(C=C(C1)OC1=CC=CC2=CC=CC=C12)=O)=O ((S)-4-methyl-2-[4-(naphthalen-1-yloxy)-2-oxo-2,5-dihydro-pyrrol-1-yl]-pentanoic acid methyl ester), Cl (hydrochloric acid). Run in O1CCCC1 (tetrahydrofuran), O (water), O (water). Run at temperature 25 celsius, time 2 hour. Yields the product CC(C[C@@H](C(=O)O)N1C(C=C(C1)OC1=CC=CC2=CC=CC=C12)=O)C ((S)-4-methyl-2-[4-(naphthalen-1-yloxy)-2-oxo-2,5-dihydro-pyrrol-1-yl]-pentanoic acid). The yield is 100.9%. RXN SMILES: C[O:2][C:3](=[O:26])[C@@H:4]([N:9]1[CH2:13][C:12]([O:14][C:15]2[C:24]3[C:19](=[CH:20][CH:21]=[CH:22][CH:23]=3)[CH:18]=[CH:17][CH:16]=2)=[CH:11][C:10]1=[O:25])[CH2:5][CH:6]([CH3:8])[CH3:7].O.[OH-].[Li+].Cl>O1CCCC1.O>[CH3:7][CH:6]([CH3:8])[CH2:5][C@H:4]([N:9]1[CH2:13][C:12]([O:14][C:15]2[C:24]3[C:19](=[CH:20][CH:21]=[CH:22][CH:23]=3)[CH:18]=[CH:17][CH:16]=2)=[CH:11][C:10]1=[O:25])[C:3]([OH:26])=[O:2] |f:1.2.3|. Procedure: A mixture of (S)-4-methyl-2-[4-(naphthalen-1-yloxy)-2-oxo-2,5-dihydro-pyrrol-1-yl]-pentanoic acid methyl ester (0.38 g, 1.08 mmol) in tetrahydrofuran (8.1 mL) and water (2.7 mL) was treated with lithium hydroxide monohydrate (54 mg, 1.3 mmol). The reaction was stirred at 25° C. for 2 h. At this time, the reaction was diluted with water (50 mL), acidified with a 2N aqueous hydrochloric acid solution and then extracted with 10% methanol/dichloromethane (3×50 mL). The combined organics were dried o... Starting materials: FC(OC1=CC=C(OC2=CC=C(OC(C(=O)Cl)C)C=C2)C=C1)(F)F (2-[[4-[4-(trifluoromethoxy)phenoxy]phenoxy]]propanoyl chloride), CN (methylamine). Run in O1CCCC1 (tetrahydrofuran). Yields the product CNC(C(C)OC1=CC=C(C=C1)OC1=CC=C(C=C1)OC(F)(F)F)=O (2-[[4-[4-(trifluoromethoxy)phenoxy]phenoxy]]propanoic acid, N-methyl amide). Reaction SMILES: [F:1][C:2]([F:24])([F:23])[O:3][C:4]1[CH:22]=[CH:21][C:7]([O:8][C:9]2[CH:20]=[CH:19][C:12]([O:13][CH:14]([CH3:18])[C:15](Cl)=[O:16])=[CH:11][CH:10]=2)=[CH:6][CH:5]=1.[CH3:25][NH2:26]>O1CCCC1>[CH3:25][NH:26][C:15](=[O:16])[CH:14]([O:13][C:12]1[CH:19]=[CH:20][C:9]([O:8][C:7]2[CH:21]=[CH:22][C:4]([O:3][C:2]([F:24])([F:23])[F:1])=[CH:5][CH:6]=2)=[CH:10][CH:11]=1)[CH3:18]. Reported procedure: Into a solution of 3.61 g. (0.01 mole) of 2-[[4-[4-(trifluoromethoxy)phenoxy]phenoxy]]propanoyl chloride in 20 ml. of tetrahydrofuran (THF) is passed a stream of gaseous methylamine. When the reaction is over, the solvent is removed and the residue treated with methylene chloride. The methylene chloride solution is washed with water, dried, and the solvent removed, providing a residue of 2-[[4-[4-(trifluoromethoxy)phenoxy]phenoxy]]propanoic acid, N-methyl amide. The reactants are ClC1=C(C=CC(=C1)[N+](=O)[O-])F (2-Chloro-1-fluoro-4-nitrobenzene), C(C)(=O)N1CCNCC1 (1-acetylpiperazine). The solvent is CCOC(=O)C (EtOAc), O (water). Product: C(C)(=O)N1CCN(CC1)C1=C(C=C(C=C1)[N+](=O)[O-])Cl (1-Acetyl-4-(2-chloro-4-nitrophenyl)piperazine). Reaction SMILES: [Cl:1][C:2]1[CH:7]=[C:6]([N+:8]([O-:10])=[O:9])[CH:5]=[CH:4][C:3]=1F.[C:12]([N:15]1[CH2:20][CH2:19][NH:18][CH2:17][CH2:16]1)(=[O:14])[CH3:13]>CCOC(C)=O.O>[C:12]([N:15]1[CH2:20][CH2:19][N:18]([C:3]2[CH:4]=[CH:5][C:6]([N+:8]([O-:10])=[O:9])=[CH:7][C:2]=2[Cl:1])[CH2:17][CH2:16]1)(=[O:14])[CH3:13]. Procedure details: 2-Chloro-1-fluoro-4-nitrobenzene (10 g, 57 mmol) and 1-acetylpiperazine (14.6 g, 114 mmol) were heated neat at 55° C. for 1 h. Then the reaction mixture was allowed to cool down to room temperature. The viscous orange solution was diluted with EtOAc and water. The organics were washed with water (3 times), brine, dried and evaporation of the solvent gave an orange oil which was triturated with isohexane. After evaporation of solvent the title compound was obtained as a yellow solid which was dri... Reactants: I(=O)(=O)(=O)[O-].[Na+] (Sodium periodate), C(C)(C)(C)OC(=O)N1CC(C(C1)O)O (3,4-dihydroxy-pyrrolidine-1-carboxylic acid tert-butyl ester). Run in O (H2O), C1CCOC1 (THF). Conditions: time 3 hour. Yields the product C(C)(C)(C)OC(N(CC=O)CC=O)=O (Bis-(2-oxo-ethyl)-carbamic acid tert-butyl ester). RXN SMILES: I([O-])(=O)(=O)=O.[Na+].[C:7]([O:11][C:12]([N:14]1[CH2:18][CH:17]([OH:19])[CH:16]([OH:20])[CH2:15]1)=[O:13])([CH3:10])([CH3:9])[CH3:8]>O.C1COCC1>[C:7]([O:11][C:12](=[O:13])[N:14]([CH2:18][CH:17]=[O:19])[CH2:15][CH:16]=[O:20])([CH3:10])([CH3:8])[CH3:9] |f:0.1|. Procedure details: Sodium periodate (20.31 g, 94.96 mmol) in H2O (118 mL) was added to a cooled solution of 3,4-dihydroxy-pyrrolidine-1-carboxylic acid tert-butyl ester (19.3 g, 94.6 mmol) in THF (158 mL) over a 30 minute period. The resulting white suspension was allowed to stir at room temperature for 3 h. The suspension was filtered and the filtrate concentrated under vacuum to remove the THF. The resulting aqueous solution was used directly in the next reaction.